This data is from the Open Reaction Database (ORD), a public repository of structured organic reaction records. The task is: describe an organic reaction: reactants, conditions, products, and yield The reactants are FC(CCCCN1N=C(C=C1)N)(C)F (1-(5,5-difluoro-hexyl)-1H-pyrazol-3-ylamine), C1(=CC(=CC=C1)/C=C/C(=O)O)C ((E)-3-m-tolyl-acrylic acid), 05b. The product is FC(CCCCN1N=C(C=C1)NC(\C=C\C=1C=C(C=CC1)C)=O)(C)F ((E)-N-[1-(5,5-Difluoro-hexyl)-1H-pyrazol-3-yl]-3-m-tolyl-acrylamide). As a reaction SMILES: [F:1][C:2]([F:14])([CH3:13])[CH2:3][CH2:4][CH2:5][CH2:6][N:7]1[CH:11]=[CH:10][C:9]([NH2:12])=[N:8]1.[C:15]1([CH3:26])[CH:20]=[CH:19][CH:18]=[C:17](/[CH:21]=[CH:22]/[C:23](O)=[O:24])[CH:16]=1>>[F:14][C:2]([F:1])([CH3:13])[CH2:3][CH2:4][CH2:5][CH2:6][N:7]1[CH:11]=[CH:10][C:9]([NH:12][C:23](=[O:24])/[CH:22]=[CH:21]/[C:17]2[CH:16]=[C:15]([CH3:26])[CH:20]=[CH:19][CH:18]=2)=[N:8]1. Procedure: Following general procedure B, starting from 1-(5,5-difluoro-hexyl)-1H-pyrazol-3-ylamine and (E)-3-m-tolyl-acrylic acid. LC-MS-conditions 05b: tR=1.13 min; [M+H]+=348.31.